The task is: describe an organic reaction: reactants, conditions, products, and yield. This data is from the Open Reaction Database (ORD), a public repository of structured organic reaction records. The reactants are CC(COC1=CC=C(C=C1)CC(C(=O)OCC)SC#N)(C)C1=CC=CC=C1 (ethyl 3-[4-(2-methyl-2-phenylpropyloxy)phenyl]-2-thiocyanatopropionate), O (water), Cl (hydrochloric acid). Solvent: C(C)O (ethanol), solution. Product: CC(COC1=CC=C(CC2C(NC(S2)=O)=O)C=C1)(C)C1=CC=CC=C1 (5-[4-(2-methyl-2-phenylpropyloxy)benzyl]thiazolidine-2,4-dione). Reaction SMILES: [CH3:1][C:2]([C:22]1[CH:27]=[CH:26][CH:25]=[CH:24][CH:23]=1)([CH3:21])[CH2:3][O:4][C:5]1[CH:10]=[CH:9][C:8]([CH2:11][CH:12]([S:18][C:19]#[N:20])[C:13](OCC)=[O:14])=[CH:7][CH:6]=1.Cl.[OH2:29]>C(O)C>[CH3:21][C:2]([C:22]1[CH:23]=[CH:24][CH:25]=[CH:26][CH:27]=1)([CH3:1])[CH2:3][O:4][C:5]1[CH:10]=[CH:9][C:8]([CH2:11][CH:12]2[S:18][C:19](=[O:29])[NH:20][C:13]2=[O:14])=[CH:7][CH:6]=1. Procedure: 1.9 g Of ethyl 3-[4-(2-methyl-2-phenylpropyloxy)phenyl]-2-thiocyanatopropionate is dissolved in 20 ml of ethanol and to the solution 20 ml of 6 N--hydrochloric acid is added. The mixture is refluxed for 24 hours. After cooling, water is added to the mixture. The mixture is subjected to extraction with ether. The extract is washed with water and then dried. After distilling off ether, the residue is crystallized from ether-n-hexane, whereby 730 mg of 5-[4-(2-methyl-2-phenylpropyloxy)benzyl]thiazo... The reactants are C(C)(C)(C)C=1C=C2C=NN(C(C2=C(C1)F)=O)C1=C(C=O)C(=CC=N1)C1=NN(C(C(=C1)NC1=NC=C(C=C1)C1CCN(CC1)C)=O)C (2-(6-tert-butyl-8-fluoro-1-oxophthalazin-2(1H)-yl)-4-(1-methyl-5-(5-(1-methylpiperidin-4-yl)pyridin-2-ylamino)-6-oxo-1,6-dihydropyridazin-3-yl)nicotinaldehyde), C(Cl)Cl (CH2Cl2), CO (MeOH), [BH4-].[Na+] (Sodium borohydride). The solvent is CCOCC (Et2O), CCOC(=O)C (EtOAc). Conditions: time 1 hour. Yields the product C(C)(C)(C)C=1C=C2C=NN(C(C2=C(C1)F)=O)C1=NC=CC(=C1CO)C1=NN(C(C(=C1)NC1=CC=C(C=N1)C1CCN(CC1)C)=O)C (6-tert-Butyl-8-fluoro-2-{3-hydroxymethyl-4-[1-methyl-5-(1′-methyl-1′,2′,3′,4′,5′,6′-hexahydro-[3,4′]bipyridinyl-6-ylamino)-6-oxo-1,6-dihydro-pyridazin-3-yl]-pyridin-2-yl}-2H-phthalazin-1-one). The yield is 54.2%. Reaction SMILES: [C:1]([C:5]1[CH:6]=[C:7]2[C:12](=[C:13]([F:15])[CH:14]=1)[C:11](=[O:16])[N:10]([C:17]1[N:24]=[CH:23][CH:22]=[C:21]([C:25]3[CH:30]=[C:29]([NH:31][C:32]4[CH:37]=[CH:36][C:35]([CH:38]5[CH2:43][CH2:42][N:41]([CH3:44])[CH2:40][CH2:39]5)=[CH:34][N:33]=4)[C:28](=[O:45])[N:27]([CH3:46])[N:26]=3)[C:18]=1[CH:19]=[O:20])[N:9]=[CH:8]2)([CH3:4])([CH3:3])[CH3:2].C(Cl)Cl.CO.[BH4-].[Na+]>CCOCC.CCOC(C)=O>[C:1]([C:5]1[CH:6]=[C:7]2[C:12](=[C:13]([F:15])[CH:14]=1)[C:11](=[O:16])[N:10]([C:17]1[C:18]([CH2:19][OH:20])=[C:21]([C:25]3[CH:30]=[C:29]([NH:31][C:32]4[N:33]=[CH:34][C:35]([CH:38]5[CH2:39][CH2:40][N:41]([CH3:44])[CH2:42][CH2:43]5)=[CH:36][CH:37]=4)[C:28](=[O:45])[N:27]([CH3:46])[N:26]=3)[CH:22]=[CH:23][N:24]=1)[N:9]=[CH:8]2)([CH3:4])([CH3:2])[CH3:3] |f:3.4|. Procedure details: In a 250 mL round-bottomed flask, 2-(6-tert-butyl-8-fluoro-1-oxophthalazin-2(1H)-yl)-4-(1-methyl-5-(5-(1-methylpiperidin-4-yl)pyridin-2-ylamino)-6-oxo-1,6-dihydropyridazin-3-yl)nicotinaldehyde (1.62 g, 2.6 mmol, Eq: 1.00) was combined with dry CH2Cl2 (45 ml) and dry MeOH (20 mL) to give a brown solution. Sodium borohydride (177 mg, 4.68 mmol, Eq: 1.8) was added and the reaction was stirred at ambient temperature for 1 h before being quenched with sat'd NH4Cl. The reaction mixture was diluted wit...